describe an organic reaction: reactants, conditions, products, and yield From a dataset of the Open Reaction Database (ORD), a public repository of structured organic reaction records. The reactants are CC#N, CNc1ccc(N2CCC(C(F)(F)F)CC2)cc1NC(=S)Nc1cc(CNC(=O)C(C)(C)C)ccc1Cl. Yields the product CN1c2ccc(N3CCC(C(F)(F)F)CC3)cc2NC1Nc1cc(CNC(=O)C(C)(C)C)ccc1Cl. As a reaction SMILES: [CH3:38][C:39]#[N:40].[Cl:1][c:2]1[c:3]([NH:16][C:17](=[S:18])[NH:19][c:20]2[c:21]([NH:36][CH3:37])[cH:22][cH:23][c:24]([N:26]3[CH2:27][CH2:28][CH:29]([C:32]([F:33])([F:34])[F:35])[CH2:30][CH2:31]3)[cH:25]2)[cH:4][c:5]([CH2:6][NH:7][C:8]([C:9]([CH3:10])([CH3:11])[CH3:12])=[O:13])[cH:14][cH:15]1>>[Cl:1][c:2]1[c:3]([NH:16][CH:17]2[NH:19][c:20]3[c:21]([cH:22][cH:23][c:24]([N:26]4[CH2:27][CH2:28][CH:29]([C:32]([F:33])([F:34])[F:35])[CH2:30][CH2:31]4)[cH:25]3)[N:36]2[CH3:37])[cH:4][c:5]([CH2:6][NH:7][C:8]([C:9]([CH3:10])([CH3:11])[CH3:12])=[O:13])[cH:14][cH:15]1. The reactants are C=CCCN(CCC=O)C(=O)Nc1nnc(OC)s1, Cl, O. The product is C=CCCN1CCC(O)N(c2nnc(OC)s2)C1=O. As a reaction SMILES: [CH2:1]([CH2:2][CH:3]=[CH2:4])[N:5]([C:6](=[O:7])[NH:8][c:9]1[s:10][c:11]([O:14][CH3:15])[n:12][n:13]1)[CH2:16][CH2:17][CH:18]=[O:19].[ClH:20].[OH2:21]>>[CH2:1]([CH2:2][CH:3]=[CH2:4])[N:5]1[C:6](=[O:7])[N:8]([c:9]2[s:10][c:11]([O:14][CH3:15])[n:12][n:13]2)[CH:18]([OH:19])[CH2:17][CH2:16]1. The reactants are FC=1C=CC2=C(CC(O2)CO)C1 ((5-fluoro-2,3-dihydrobenzofuran-2-yl)methanol), [H-].[Na+] (NaH), oil, CI (MeI). Run in O (water), CN(C=O)C (dimethylformamide). Reaction conditions: time 24 hour. The product is FC=1C=CC2=C(CC(O2)COC)C1 (5-fluoro-2-(methoxymethyl)-2,3-dihydrobenzofuran). Yield: 59.5%. Reaction SMILES: [F:1][C:2]1[CH:3]=[CH:4][C:5]2[O:9][CH:8]([CH2:10][OH:11])[CH2:7][C:6]=2[CH:12]=1.[H-].[Na+].[CH3:15]I>CN(C)C=O.O>[F:1][C:2]1[CH:3]=[CH:4][C:5]2[O:9][CH:8]([CH2:10][O:11][CH3:15])[CH2:7][C:6]=2[CH:12]=1 |f:1.2|. Procedure: To a solution of (5-fluoro-2,3-dihydrobenzofuran-2-yl)methanol (854) (1.0 g, 6.0 mmol) in dimethylformamide (130.0 mL) was added 60% NaH in mineral oil (0.480 g, 12.0 mmol) and MeI (1.12 mL, 18.0 mmol). The suspension was stirred at room temperature for 24 h and diluted with water (50 mL), and extracted with ethyl acetate (2×25 mL). The organic layers were combined, dried over sodium sulfate, filtered and concentrated in vacuo. The residue was purified by chromatography (0-10% EtOAc in hexanes) ... Starting materials: BrC=1C=C2[C@@H]3[C@H](N4C2=C(C1)CC4)CCN(C3)C(=O)OC(C)(C)C (tert-butyl (±)-cis-2-bromo-4,5,7,8,10,10a-hexahydropyrido[4,3-b]pyrrolo[3,2,1-hi]indole-9(6aH)-carboxylate), ClC1=C(C=CC(=C1)OC)B(O)O (2-chloro-4-methoxyphenylboronic acid). The product is ClC1=C(C=CC(=C1)OC)C=1C=C2[C@@H]3[C@H](N4C2=C(C1)CC4)CCN(C3)C(=O)OC(C)(C)C (tert-butyl (±)-cis-2-(2-chloro-4-methoxyphenyl)-4,5,7,8,10,10a-hexahydropyrido[4,3-b]pyrrolo[3,2,1-hi]indole-9(6aH)-carboxylate). Reaction SMILES: Br[C:2]1[CH:3]=[C:4]2[C:8]3=[C:9]([CH2:11][CH2:12][N:7]3[C@@H:6]3[CH2:13][CH2:14][N:15]([C:17]([O:19][C:20]([CH3:23])([CH3:22])[CH3:21])=[O:18])[CH2:16][C@H:5]23)[CH:10]=1.[Cl:24][C:25]1[CH:30]=[C:29]([O:31][CH3:32])[CH:28]=[CH:27][C:26]=1B(O)O>>[Cl:24][C:25]1[CH:30]=[C:29]([O:31][CH3:32])[CH:28]=[CH:27][C:26]=1[C:2]1[CH:3]=[C:4]2[C:8]3=[C:9]([CH2:11][CH2:12][N:7]3[C@@H:6]3[CH2:13][CH2:14][N:15]([C:17]([O:19][C:20]([CH3:22])([CH3:23])[CH3:21])=[O:18])[CH2:16][C@H:5]23)[CH:10]=1. Reported procedure: The title compound was prepared by the method of Example 90 from tert-butyl (±)-cis-2-bromo-4,5,7,8,10,10a-hexahydropyrido[4,3-b]pyrrolo[3,2,1-hi]indole-9(6aH)-carboxylate (121 mg, 0.27 mmol) and corresponding 2-chloro-4-methoxyphenylboronic acid (100 mg, 0.54 mmol), to afford after chromatographic purification the title compound (141 mg, 68%) as a white amorphous solid. 1H NMR (CDCl3, 300 MHz) δ7.21 (d, 1H, J=8.4 Hz), 6.94-6.99 (m, 3H), 6.82 (dd, 1H, J=2.9 Hz, 8.8 Hz), 3.75-4.00 (m, 7H), 3.60-3... Reactants: C(C1=CC=CC=C1)NC(=O)C1=C(N=C(S1)NC(=O)OC(C)(C)C)CN1CCOCC1 (2-(tert-butoxycarbonylamino)-4-morpholin-4-ylmethylthiazole-5-carboxylic acid benzylamide), Cl (hydrochloric acid). Solvent: CO (methanol). Product: C(C1=CC=CC=C1)NC(=O)C1=C(N=C(S1)N)CN1CCOCC1 (2-amino-4-morpholin-4-ylmethylthiazole-5-carboxylic acid benzylamide). Isolated yield 50.1%. RXN SMILES: [CH2:1]([NH:8][C:9]([C:11]1[S:15][C:14]([NH:16]C(OC(C)(C)C)=O)=[N:13][C:12]=1[CH2:24][N:25]1[CH2:30][CH2:29][O:28][CH2:27][CH2:26]1)=[O:10])[C:2]1[CH:7]=[CH:6][CH:5]=[CH:4][CH:3]=1.Cl>CO>[CH2:1]([NH:8][C:9]([C:11]1[S:15][C:14]([NH2:16])=[N:13][C:12]=1[CH2:24][N:25]1[CH2:30][CH2:29][O:28][CH2:27][CH2:26]1)=[O:10])[C:2]1[CH:7]=[CH:6][CH:5]=[CH:4][CH:3]=1. Reported procedure: A solution of crude 2-(tert-butoxycarbonylamino)-4-morpholin-4-ylmethylthiazole-5-carboxylic acid benzylamide (0.18 mmol) from the previous step in methanol (5 mL) was treated with hydrochloric acid solution (3 mL, 4 M solution in dioxanes) and the reaxtion mixture was stirred at ambient temperature until the reaction was completed. The mixture was then concentrated and purified by preparative HPLC (acetone/water gradient) to afford 2-amino-4-morpholin-4-ylmethylthiazole-5-carboxylic acid benzyl...